Dataset: the Open Reaction Database (ORD), a public repository of structured organic reaction records. Task: describe an organic reaction: reactants, conditions, products, and yield Reactants: C(C)(C)(C)OC(=O)N1CCC(CC1)=O (1-tert-butoxycarbonyl-4-piperidone), C(C)(=O)O[BH-](OC(C)=O)OC(C)=O.[Na+] (sodium triacetoxyborohydride), C(C)N (Ethylamine), CCN(C(C)C)C(C)C (DIEA). The solvent is ClCCCl (1,2-dichloroethane), C(Cl)Cl (CH2Cl2), ClCCCl (1,2-dichloroethane). Reaction conditions: time 14 hour. Product: C(C)NC1CCN(CC1)C(=O)OC(C)(C)C (4-(N-Ethylamino)-1-tert-butoxycarbonylpiperidine). Isolated yield 111.1%. Reaction SMILES: [CH2:1]([NH2:3])[CH3:2].CCN(C(C)C)C(C)C.[C:13]([O:17][C:18]([N:20]1[CH2:25][CH2:24][C:23](=O)[CH2:22][CH2:21]1)=[O:19])([CH3:16])([CH3:15])[CH3:14].C(O[BH-](OC(=O)C)OC(=O)C)(=O)C.[Na+]>ClCCCl.C(Cl)Cl>[CH2:1]([NH:3][CH:23]1[CH2:24][CH2:25][N:20]([C:18]([O:17][C:13]([CH3:16])([CH3:15])[CH3:14])=[O:19])[CH2:21][CH2:22]1)[CH3:2] |f:3.4|. Procedure details: Ethylamine (10 mL, 1 M in THF, 10 mmol) and DIEA (2.3 mL, 13.4 mmol) were dissolved in 100 mL of 1,2-dichloroethane under nitrogen. A solution of 1-tert-butoxycarbonyl-4-piperidone (1.3 g, 6.7 mmol) in 100 mL of 1,2-dichloroethane was added, followed by sodium triacetoxyborohydride (4.2 g, 20 mmol). The mixture was stirred at rt under nitrogen for 14 h, then diluted with CH2Cl2. The solution was washed twice with each of 1 N NaOH and brine, dried over Na2So4 and concentrated to afford 1.7 g (97%... The reactants are ClCCl, CC(C)(C)N, Cn1cc(S(=O)(=O)Cl)c(=O)n(C)c1=O. Yields the product Cn1cc(S(=O)(=O)NC(C)(C)C)c(=O)n(C)c1=O. RXN SMILES: [CH2:20]([Cl:21])[Cl:22].[CH3:15][C:16]([CH3:17])([CH3:18])[NH2:19].[CH3:1][n:2]1[c:3](=[O:14])[n:4]([CH3:13])[c:5](=[O:12])[c:6]([S:8](=[O:9])(=[O:10])[Cl:11])[cH:7]1>>[CH3:1][n:2]1[c:3](=[O:14])[n:4]([CH3:13])[c:5](=[O:12])[c:6]([S:8](=[O:9])(=[O:10])[NH:19][C:16]([CH3:15])([CH3:17])[CH3:18])[cH:7]1. The reactants are NC1=C(C=C(C=N1)C1=CC=C(C(=O)O)C=C1)OC(C)C1=C(C=CC=C1Cl)Cl (4-{6-amino-5-[1-(2,6-dichloro-phenyl)-ethoxy]-pyridin-3-yl}-benzoic acid), N1(CCCC1)CCN (2-pyrrolidin-1-yl-ethylamine). Yields the product NC1=C(C=C(C=N1)C1=CC=C(C(=O)NCCN2CCCC2)C=C1)OC(C)C1=C(C=CC=C1Cl)Cl (4-{6-Amino-5-[1-(2,6-dichloro-phenyl)-ethoxy]-pyridin-3-yl}-N-(2-pyrrolidin-1-yl-ethyl)-benzamide). Reaction SMILES: [NH2:1][C:2]1[N:7]=[CH:6][C:5]([C:8]2[CH:16]=[CH:15][C:11]([C:12](O)=[O:13])=[CH:10][CH:9]=2)=[CH:4][C:3]=1[O:17][CH:18]([C:20]1[C:25]([Cl:26])=[CH:24][CH:23]=[CH:22][C:21]=1[Cl:27])[CH3:19].[N:28]1([CH2:33][CH2:34][NH2:35])[CH2:32][CH2:31][CH2:30][CH2:29]1>>[NH2:1][C:2]1[N:7]=[CH:6][C:5]([C:8]2[CH:16]=[CH:15][C:11]([C:12]([NH:35][CH2:34][CH2:33][N:28]3[CH2:32][CH2:31][CH2:30][CH2:29]3)=[O:13])=[CH:10][CH:9]=2)=[CH:4][C:3]=1[O:17][CH:18]([C:20]1[C:21]([Cl:27])=[CH:22][CH:23]=[CH:24][C:25]=1[Cl:26])[CH3:19]. Procedure details: 4-{6-Amino-5-[1-(2,6-dichloro-phenyl)-ethoxy]-pyridin-3-yl}-N-(2-pyrrolidin-1-yl-ethyl)-benzamide was prepared following procedure 4 starting from 4-{6-amino-5-[1-(2,6-dichloro-phenyl)-ethoxy]-pyridin-3-yl}-benzoic acid and 2-pyrrolidin-1-yl-ethylamine. Starting materials: O (water), NCCO (2-aminoethanol), C(C1=CC=CC=C1)N(C)CC1(C(SC=2N(C(N(C(C21)=O)C2=CC=CC=C2)=O)CC2=C(C=CC=C2F)F)C2=CC=C(C=C2)[N+](=O)[O-])C (5-(N-benzyl-N-methylaminomethyl)-1-(2,6-difluorobenzyl)-5-methyl-6-(4-nitrophenyl)-3-phenylthieno[2,3-d]pyrimidine-2,4(1H, 3H)-dione), O.C(CC(O)(C(=O)O)CC(=O)O)(=O)O (Citric acid monohydrate). Reagents/catalysts: [Cl-].[Ti+3].[Cl-].[Cl-] (titanium (III) chloride). Run in CC(CC)=O (2-butanone), C(C)(=O)O (acetic acid). Conditions: time 1 hour. Product: NC1=CC=C(C=C1)C1=C(C2=C(N(C(N(C2=O)C2=CC=CC=C2)=O)CC2=C(C=CC=C2F)F)S1)CN(C)CC1=CC=CC=C1 (6-(4-aminophenyl)-5-(N-benzyl-N-methylaminomethyl)-1-(2,6-difluorobenzyl)-3-phenylthieno[2,3-d]pyrimidine-2,4(1H, 3H)-dione). The yield is 88.1%. Reaction SMILES: [CH2:1]([N:8]([CH2:10][C:11]1(C)[C:19]2[C:18](=[O:20])[N:17]([C:21]3[CH:26]=[CH:25][CH:24]=[CH:23][CH:22]=3)[C:16](=[O:27])[N:15]([CH2:28][C:29]3[C:34]([F:35])=[CH:33][CH:32]=[CH:31][C:30]=3[F:36])[C:14]=2[S:13][CH:12]1[C:37]1[CH:42]=[CH:41][C:40]([N+:43]([O-])=O)=[CH:39][CH:38]=1)[CH3:9])[C:2]1[CH:7]=[CH:6][CH:5]=[CH:4][CH:3]=1.O.C(O)(=O)CC(CC(O)=O)(C(O)=O)O.O.NCCO>C(O)(=O)C.[Cl-].[Ti+3].[Cl-].[Cl-].CC(=O)CC>[NH2:43][C:40]1[CH:39]=[CH:38][C:37]([C:12]2[S:13][C:14]3[N:15]([CH2:28][C:29]4[C:30]([F:36])=[CH:31][CH:32]=[CH:33][C:34]=4[F:35])[C:16](=[O:27])[N:17]([C:21]4[CH:22]=[CH:23][CH:24]=[CH:25][CH:26]=4)[C:18](=[O:20])[C:19]=3[C:11]=2[CH2:10][N:8]([CH2:1][C:2]2[CH:3]=[CH:4][CH:5]=[CH:6][CH:7]=2)[CH3:9])=[CH:42][CH:41]=1 |f:1.2,6.7.8.9|. Procedure details: 5-(N-benzyl-N-methylaminomethyl)-1-(2,6-difluorobenzyl)-5-methyl-6-(4-nitrophenyl)-3-phenylthieno[2,3-d]pyrimidine-2,4(1H, 3H)-dione (3.00 g, 4.80 mmol) was dissolved in acetic acid (6.00 ml). A 20% titanium (III) chloride solution (22.22 g, 28.82 mmol) was added thereto, and the mixture was stirred at room temperature for 1 hour (slight exothermic). Citric acid monohydrate (7.07 g) was added to the reaction solution to dissolve it, and water (30 ml) and 2-butanone (50 ml) were added thereto. 2-... The reactants are CC(C)(C)OC(=O)[O-], O=C([O-])O, CCOC(C)=O, CNCC(O)c1ccc(F)cc1, [Na+], C1CCOC1. The product is CN(CC(O)c1ccc(F)cc1)C(=O)OC(C)(C)C. RXN SMILES: [C:13]([CH3:14])([CH3:15])([CH3:16])[O:17][C:18]([O-:19])=[O:20].[C:26](=[O:27])([OH:28])[O-:29].[CH3:31][CH2:32][O:33][C:34](=[O:35])[CH3:36].[F:1][c:2]1[cH:3][cH:4][c:5]([CH:8]([CH2:9][NH:10][CH3:11])[OH:12])[cH:6][cH:7]1.[Na+:30].[O:21]1[CH2:22][CH2:23][CH2:24][CH2:25]1>>[F:1][c:2]1[cH:3][cH:4][c:5]([CH:8]([CH2:9][N:10]([CH3:11])[C:18]([O:17][C:13]([CH3:14])([CH3:15])[CH3:16])=[O:20])[OH:12])[cH:6][cH:7]1. Starting materials: Cl (HCl), C(C)(C)(C)OC(=O)N1CCC(CC1)CCCOC1=C(C=C(C=C1)C(=O)N1C2=C(NC=3N(N=CC3C1)C)C=CC=C2)C (4-{3-[2-methyl-4-(3-methyl-4,10-dihydro-3H-2,3,4,9-tetraaza-benzo[f]azulene-9-carbonyl)-phenoxy]-propyl}-piperidine-1-carboxylic acid tert-butyl ester). Solvent: CO (methanol), O1CCOCC1 (dioxan). Run at time 20 hour. The product is Cl.CN1N=CC=2CN(C3=C(NC12)C=CC=C3)C(=O)C3=CC(=C(C=C3)OCCCC3CCNCC3)C ((3-Methyl-4,10-dihydro-3H-2,3,4,9-tetraaza-benzo[f]azulen-9-yl)-[3-methyl-4-(3-piperidin-4-yl-propoxy)-phenyl]-methanone Hydrochloride). The yield is 97.0%. Reaction SMILES: [ClH:1].C(OC([N:9]1[CH2:14][CH2:13][CH:12]([CH2:15][CH2:16][CH2:17][O:18][C:19]2[CH:24]=[CH:23][C:22]([C:25]([N:27]3[CH2:36][C:35]4[CH:34]=[N:33][N:32]([CH3:37])[C:31]=4[NH:30][C:29]4[CH:38]=[CH:39][CH:40]=[CH:41][C:28]3=4)=[O:26])=[CH:21][C:20]=2[CH3:42])[CH2:11][CH2:10]1)=O)(C)(C)C>O1CCOCC1.CO>[ClH:1].[CH3:37][N:32]1[C:31]2[NH:30][C:29]3[CH:38]=[CH:39][CH:40]=[CH:41][C:28]=3[N:27]([C:25]([C:22]3[CH:23]=[CH:24][C:19]([O:18][CH2:17][CH2:16][CH2:15][CH:12]4[CH2:13][CH2:14][NH:9][CH2:10][CH2:11]4)=[C:20]([CH3:42])[CH:21]=3)=[O:26])[CH2:36][C:35]=2[CH:34]=[N:33]1 |f:4.5|. Procedure details: 4M HCl solution in dioxan (1 ml) was added to a solution of 4-{3-[2-methyl-4-(3-methyl-4,10-dihydro-3H-2,3,4,9-tetraaza-benzo[f]azulene-9-carbonyl)-phenoxy]-propyl}-piperidine-1-carboxylic acid tert-butyl ester from Example E68.4 (71 mg, 0.13 mmol) in methanol (3 ml). The mixture was stirred for 20 h at room temperature then solvents were concentrated in vacuo. The residue was triturated with diethyl ether to yield the title compound (61 mg, 97%).